From a dataset of the Open Reaction Database (ORD), a public repository of structured organic reaction records. describe an organic reaction: reactants, conditions, products, and yield RXN SMILES: [C:28](=[O:29])([O-:30])[O-:31].[I:1][CH2:2][CH2:3][CH2:4][CH2:5][c:6]1[cH:7][cH:8][c:9]([O:12][CH2:13][c:14]2[cH:15][cH:16][cH:17][cH:18][cH:19]2)[cH:10][cH:11]1.[K+:32].[K+:33].[O:34]=[CH:35][N:36]([CH3:37])[CH3:38].[OH:20][CH2:21][CH2:22][c:23]1[nH:24][cH:25][cH:26][n:27]1>>[CH2:2]([CH2:3][CH2:4][CH2:5][c:6]1[cH:7][cH:8][c:9]([O:12][CH2:13][c:14]2[cH:15][cH:16][cH:17][cH:18][cH:19]2)[cH:10][cH:11]1)[n:24]1[c:23]([CH2:22][CH2:21][OH:20])[n:27][cH:26][cH:25]1. Product: OCCc1nccn1CCCCc1ccc(OCc2ccccc2)cc1. Reactants: O=C([O-])[O-], ICCCCc1ccc(OCc2ccccc2)cc1, [K+], [K+], CN(C)C=O, OCCc1ncc[nH]1. Reactants: COCN(c1ccccc1)S(=O)(=O)c1ccsc1C(=O)OC, CO, [Na+], [OH-], O. Yields the product COCN(c1ccccc1)S(=O)(=O)c1ccsc1C(=O)O. As a reaction SMILES: [CH3:1][O:2][C:3](=[O:4])[c:5]1[s:6][cH:7][cH:8][c:9]1[S:10]([N:11]([c:12]1[cH:13][cH:14][cH:15][cH:16][cH:17]1)[CH2:18][O:19][CH3:20])(=[O:21])=[O:22].[CH3:25][OH:26].[Na+:24].[OH-:23].[OH2:27]>>[O:2]=[C:3]([OH:4])[c:5]1[s:6][cH:7][cH:8][c:9]1[S:10]([N:11]([c:12]1[cH:13][cH:14][cH:15][cH:16][cH:17]1)[CH2:18][O:19][CH3:20])(=[O:21])=[O:22]. Procedure details: To a stirred solution of (2S,5R)-1-(chloroacetyl)-5-ethynylpyrrolidine-2-carbonitrile (0.03 g, 0.20 mmol) in acetonitrile (3 mL) at room temperature under nitrogen was added 1-adamantanamine (0.06 g, 0.408 mmol). The reaction mixture was stirred for two days and then concentrated under reduced pressure. The residue was flash chromatographed with 2% MeOH/CH2Cl2 to provide the titled compound. MS (DCI) m/z 312 (M+H)+. Starting materials: ClCC(=O)N1[C@@H](CC[C@@H]1C#C)C#N ((2S,5R)-1-(chloroacetyl)-5-ethynylpyrrolidine-2-carbonitrile), C12(CC3CC(CC(C1)C3)C2)N (1-adamantanamine). Run in C(C)#N (acetonitrile). The product is C12(CC3CC(CC(C1)C3)C2)NCC(=O)N2[C@@H](CC[C@@H]2C#C)C#N ((2S,5R)-1-(N-1-adamantylglycyl)-5-ethynylpyrrolidine-2-carbonitrile). Reaction conditions: time 2 day. Reaction SMILES: Cl[CH2:2][C:3]([N:5]1[C@@H:9]([C:10]#[CH:11])[CH2:8][CH2:7][C@H:6]1[C:12]#[N:13])=[O:4].[C:14]12([NH2:24])[CH2:23][CH:18]3[CH2:19][CH:20]([CH2:22][CH:16]([CH2:17]3)[CH2:15]1)[CH2:21]2>C(#N)C>[C:14]12([NH:24][CH2:2][C:3]([N:5]3[C@@H:9]([C:10]#[CH:11])[CH2:8][CH2:7][C@H:6]3[C:12]#[N:13])=[O:4])[CH2:21][CH:20]3[CH2:19][CH:18]([CH2:17][CH:16]([CH2:22]3)[CH2:15]1)[CH2:23]2. The reactants are C1COC2(CCC(CC2)(C=2SC=CC2)N=C=O)O1 (4-isocyanato-4-(2-thienyl)cyclohexanone ethylene ketal), [OH-].[Na+] (NaOH), O (water), ethylene ketal hydrochloride, O1CCCC1 (tetrahydrofuran), O1CCCC1 (THF), O (water). Solvent: [H-].[Al+3].[Li+].[H-].[H-].[H-] (lithium aluminum hydride). Reaction conditions: time 4 hour. Product: CNC1(CCC(CC1)=O)C=1SC=CC1 (4-methylamino-4-(2-thienyl)cyclohexanone). The yield is 35.0%. As a reaction SMILES: C1O[C:4]2([CH2:9][CH2:8][C:7]([N:15]=[C:16]=O)([C:10]3[S:11][CH:12]=[CH:13][CH:14]=3)[CH2:6][CH2:5]2)[O:3]C1.O1CCCC1.O.[OH-].[Na+]>[H-].[Al+3].[Li+].[H-].[H-].[H-]>[CH3:16][NH:15][C:7]1([C:10]2[S:11][CH:12]=[CH:13][CH:14]=2)[CH2:8][CH2:9][C:4](=[O:3])[CH2:5][CH2:6]1 |f:3.4,5.6.7.8.9.10|. Reported procedure: A solution of 2.21 g. (8.3 mmole) of 4-isocyanato-4-(2-thienyl)cyclohexanone ethylene ketal in 40 ml. tetrahydrofuran (THF) is added to a suspension of 0.32 g. (8.4 mmole) in lithium aluminum hydride (LAN) in 5 ml. THF. Following 4 hours' stirring under reflux the mixture is cooled in ice. There is then added in turn 0.32 ml. water, 0.32 ml. 15% NaOH and 0.96 ml. water. The inorganic gel is collected on a filter and the filtrate taken to dryness. A solution of the residue in a small amount of et... Reagents/catalysts: [I-].[K+] (potassium iodide). Run at time 16 hour. Solvent: C1(=CC=CC=C1)C (toluene), C(C)(C)O (isopropanol). Reaction SMILES: Cl[CH2:2][CH2:3][O:4][CH2:5][C:6]([NH2:8])=[O:7].[N:9]1([C:15]([O:17][CH2:18][CH3:19])=[O:16])[CH2:14][CH2:13][NH:12][CH2:11][CH2:10]1.C(=O)([O-])[O-].[Na+].[Na+].O>C1(C)C=CC=CC=1.[I-].[K+].C(O)(C)C>[C:6]([CH2:5][O:4][CH2:3][CH2:2][N:12]1[CH2:11][CH2:10][N:9]([C:15]([O:17][CH2:18][CH3:19])=[O:16])[CH2:14][CH2:13]1)(=[O:7])[NH2:8] |f:2.3.4,7.8|. Procedure details: 15.13 g of (2-chloroethoxy)acetamide (0.11 mol), 14.6 ml of ethyl piperazine carboxylate (0.1 mol), 23.3 g of sodium carbonate (0.22 mol) and 1.0 g of potassium iodide in 25 ml of toluene are introduced into a round-bottomed flask fitted with a water-cooled condenser and a mechanical stirrer. The mixture is heated at the reflux temperature for 4 hours and is allowed to cool to room temperature. The reaction is continued, still with stirring, for a further 16 hours. 100 ml of isopropanol are adde... Product: C(N)(=O)COCCN1CCN(CC1)C(=O)OCC (ethyl 4-(2-carbamoylmethoxyethyl)piperazine-1-carboxylate). Yield: 82.3%. The reactants are ClCCOCC(=O)N ((2-chloroethoxy)acetamide), N1(CCNCC1)C(=O)OCC (ethyl piperazine carboxylate), C([O-])([O-])=O.[Na+].[Na+] (sodium carbonate), O (water). The reactants are Cn1cnc2c1c(=O)[nH]c(=O)n2CCCCCC#N, CC(=O)OC(C)CCCCI, CS(C)=O, [H-], [Na+]. Yields the product CC(=O)OC(C)CCCCn1c(=O)c2c(ncn2C)n(CCCCCC#N)c1=O. RXN SMILES: [C:1](#[N:2])[CH2:3][CH2:4][CH2:5][CH2:6][CH2:7][n:8]1[c:9](=[O:19])[nH:10][c:11](=[O:18])[c:12]2[n:13]([CH3:17])[cH:14][n:15][c:16]12.[C:22]([CH3:23])(=[O:24])[O:25][CH:26]([CH2:27][CH2:28][CH2:29][CH2:30][I:31])[CH3:32].[CH3:33][S:34](=[O:35])[CH3:36].[H-:20].[Na+:21]>>[C:1](#[N:2])[CH2:3][CH2:4][CH2:5][CH2:6][CH2:7][n:8]1[c:9](=[O:19])[n:10]([CH2:30][CH2:29][CH2:28][CH2:27][CH:26]([O:25][C:22]([CH3:23])=[O:24])[CH3:32])[c:11](=[O:18])[c:12]2[n:13]([CH3:17])[cH:14][n:15][c:16]12. The reactants are resultant mixture, C(CCC)[B-](C1=CC=CC=C1)(C1=CC=CC=C1)C1=CC=CC=C1.[Li+] (lithium butyltriphenylborate), [Br-].CC(C(=O)C[SH2+])C (dimethylacetylmethylsulfonium bromide). The solvent is O (water), O (water). The product is CC(C(=O)C[SH2+])C.C(CCC)[B-](C1=CC=CC=C1)(C1=CC=CC=C1)C1=CC=CC=C1 (dimethylacetylmethylsulfonium butyltriphenylborate). Yield: 83.3%. As a reaction SMILES: [CH2:1]([B-:5]([C:18]1[CH:23]=[CH:22][CH:21]=[CH:20][CH:19]=1)([C:12]1[CH:17]=[CH:16][CH:15]=[CH:14][CH:13]=1)[C:6]1[CH:11]=[CH:10][CH:9]=[CH:8][CH:7]=1)[CH2:2][CH2:3][CH3:4].[Li+].[Br-].[CH3:26][CH:27]([CH3:32])[C:28]([CH2:30][SH2+:31])=[O:29]>O>[CH3:26][CH:27]([CH3:32])[C:28]([CH2:30][SH2+:31])=[O:29].[CH2:1]([B-:5]([C:18]1[CH:23]=[CH:22][CH:21]=[CH:20][CH:19]=1)([C:6]1[CH:7]=[CH:8][CH:9]=[CH:10][CH:11]=1)[C:12]1[CH:17]=[CH:16][CH:15]=[CH:14][CH:13]=1)[CH2:2][CH2:3][CH3:4] |f:0.1,2.3,5.6|. Procedure details: An aqueous solution of 5.00 g of lithium butyltriphenylborate in 100 ml of water was added to an aqueous solution of 3.25 g of dimethylacetylmethylsulfonium bromide in 200 ml of water, and the resultant mixture was stirred at room temperature for 30 minutes. Then, the reaction mixture was filtered, and the resultant crystal was washed with water and dried to give 5.69 g of dimethylacetylmethylsulfonium-butyltriphenylborate.